From a dataset of the Open Reaction Database (ORD), a public repository of structured organic reaction records. describe an organic reaction: reactants, conditions, products, and yield Reactants: OC1=CC=C(C=C1)C(C)(C)C1=CC=C(C=C1)O (bisphenol A), C1(=CC=CC=C1)O (phenol), [OH-].[Na+] (sodium hydroxide), OC1=CC=C(C=C1)C(C)(C)C1=CC=C(C=C1)O (bisphenol A). Reagents/catalysts: [Hg] (mercury). Conditions: time 50 minute. The product is C(=C)(C)C1=C(C=CC=C1)O (isopropenylphenol). As a reaction SMILES: O[C:2]1[CH:7]=[CH:6][C:5]([C:8]([C:11]2C=CC(O)=CC=2)(C)[CH3:9])=[CH:4][CH:3]=1.[OH-].[Na+].C1([OH:26])C=CC=CC=1>[Hg]>[C:8]([C:5]1[CH:6]=[CH:7][CH:2]=[CH:3][C:4]=1[OH:26])([CH3:11])=[CH2:9] |f:1.2|. Procedure details: A distillation flask equipped with a Vigreux column was charged with 70.0 g. (0.31 mole) of bisphenol A [2,2-bis(p-hydroxyphenyl)propane] and 0.2 g. of sodium hydroxide. The bisphenol A was pyrolyzed under reduced pressure at a bath temperature of 200° C. to 270° C. Over a period of about 50 minutes and under 10 mm. of pressure (mercury) a distillate of 68.1 g. of a mixture of phenol and isopropenylphenol was obtained.